From a dataset of the Open Reaction Database (ORD), a public repository of structured organic reaction records. describe an organic reaction: reactants, conditions, products, and yield The reactants are ClCC1=NC2=C(N1C)C(=C(C(=C2)OC)OC)OC (2-Chloromethyl-1-methyl-5,6,7-trimethoxy-benzimidazole), N1CCNCCC1 (homopiperazine). Product: CN1C(=NC2=C1C(=C(C(=C2)OC)OC)OC)CN2CCN(CCC2)CC2=NC1=C(N2C)C(=C(C(=C1)OC)OC)OC (N,N′-bis[(1-methyl-5,6,7-trimethoxybenzimidazol-2-yl)methyl]homopiperazine). As a reaction SMILES: Cl[CH2:2][C:3]1[N:7]([CH3:8])[C:6]2[C:9]([O:17][CH3:18])=[C:10]([O:15][CH3:16])[C:11]([O:13][CH3:14])=[CH:12][C:5]=2[N:4]=1.[NH:19]1[CH2:25][CH2:24][CH2:23][NH:22][CH2:21][CH2:20]1>>[CH3:8][N:7]1[C:6]2[C:9]([O:17][CH3:18])=[C:10]([O:15][CH3:16])[C:11]([O:13][CH3:14])=[CH:12][C:5]=2[N:4]=[C:3]1[CH2:2][N:19]1[CH2:25][CH2:24][CH2:23][N:22]([CH2:2][C:3]2[N:7]([CH3:8])[C:6]3[C:9]([O:17][CH3:18])=[C:10]([O:15][CH3:16])[C:11]([O:13][CH3:14])=[CH:12][C:5]=3[N:4]=2)[CH2:21][CH2:20]1. Reported procedure: 2-Chloromethyl-1-methyl-5,6,7-trimethoxy-benzimidazole (39 mg) and homopiperazine (7 mg) were reacted in the same manner as in Example 1 to obtain the title compound as a free base. Starting materials: COC1=CC=C2C=C3C(=NC2=C1)NN=C3N (7-methoxy-1H-pyrazolo[3,4-b]quinolin-3-amine), Cl.ClCCN1CCOCC1 (4-(2-chloroethyl)morpholine hydrochloride), [H-].[Na+] (sodium hydride). Solvent: CN(C=O)C (dimethylformamide). Conditions: time 16 hour. The product is COC1=CC=C2C=C3C(=NC2=C1)N(N=C3N)CCN3CCOCC3 (7-methoxy-1-[2-(4-morpholinyl)ethyl]-1H-pyrazolo[3,4-b]quinolin-3-amine). Isolated yield 35.2%. Reaction SMILES: [CH3:1][O:2][C:3]1[CH:12]=[C:11]2[C:6]([CH:7]=[C:8]3[C:15]([NH2:16])=[N:14][NH:13][C:9]3=[N:10]2)=[CH:5][CH:4]=1.Cl.Cl[CH2:19][CH2:20][N:21]1[CH2:26][CH2:25][O:24][CH2:23][CH2:22]1.[H-].[Na+]>CN(C)C=O>[CH3:1][O:2][C:3]1[CH:12]=[C:11]2[C:6]([CH:7]=[C:8]3[C:15]([NH2:16])=[N:14][N:13]([CH2:19][CH2:20][N:21]4[CH2:26][CH2:25][O:24][CH2:23][CH2:22]4)[C:9]3=[N:10]2)=[CH:5][CH:4]=1 |f:1.2,3.4|. Reported procedure: A mixture of 17.1 g 7-methoxy-1H-pyrazolo[3,4-b]quinolin-3-amine (Example 3d), 15.25 g 4-(2-chloroethyl)morpholine hydrochloride, 7.2 g sodium hydride and 500 ml dimethylformamide was stirred at room temperature for about 16 hours. The solvent was then removed by evaporation, and the residue dissolved in 1N hydrochloric acid and extracted with ethyl acetate. The aqueous layer was made basic with carbonate to pH 8 and extracted with chloroform. The chloroform extracts were washed with water, drie... Reactants: C(C)(=O)C1=CC=C(C=C1)B(O)O (4-acetyl-phenylboronic acid), BrBr (bromine), C1CCOC1 (THF), BrBr (bromine). Run in C(Cl)(Cl)Cl (chloroform), C(Cl)(Cl)Cl (chloroform), C(C)(=O)O (acetic acid). Yields the product BrCC(=O)C1=CC=C(C=C1)B(O)O (4-(2′-Bromoacetyl)phenylboronic acid). RXN SMILES: [C:1]([C:4]1[CH:9]=[CH:8][C:7]([B:10]([OH:12])[OH:11])=[CH:6][CH:5]=1)(=[O:3])[CH3:2].C1COCC1.[Br:18]Br>C(Cl)(Cl)Cl.C(O)(=O)C>[Br:18][CH2:2][C:1]([C:4]1[CH:5]=[CH:6][C:7]([B:10]([OH:12])[OH:11])=[CH:8][CH:9]=1)=[O:3]. Procedure: An oven-dried, two liter, three-necked, round-bottomed flask was charged with 4-acetyl-phenylboronic acid (20 grams, 0.152 mole). While stirring, 175 ml of THF were added to the reaction mixture, followed by 700 ml of chloroform. To the resulting solution was added 5 ml of glacial acetic acid. A chloroform solution of bromine (prepared by dissolving 7 ml of bromine in 30 ml of chloroform) was added slowly to the reaction mixture at about 5° C. After the completion of the addition of bromine, the... Reactants: solution, [Li]CCCC (n-BuLi), ClC1=C(C(=O)O)C=C(C=C1)Cl (2,5-dichlorobenzoic acid), C1CCOC1 (THF), COC1=NC(=NC(=C1)OC)C(=O)OCC=C (allyl 4,6-dimethoxypyrimidine-2-carboxylate), C1CCOC1 (THF), CN(C)CCN(C)C (TMEDA), C1CCOC1 (THF), Cl (HCl). The solvent is C1CCCCC1 (cyclohexane), CO (methanol). Product: ClC1=C2C(OC(=O)C2=C(C=C1)Cl)(O)C1=NC(=CC(=N1)OC)OC (4,7-dichloro-3-(4,6-dimethoxy-2-pyrimidinyl)-3-hydroxyphthalide). As a reaction SMILES: CN(CCN(C)C)C.[Li]CCCC.[Cl:14][C:15]1[CH:23]=[CH:22][C:21]([Cl:24])=[CH:20][C:16]=1[C:17]([OH:19])=[O:18].[CH3:25][O:26][C:27]1[CH:32]=[C:31]([O:33][CH3:34])[N:30]=[C:29](C(OCC=C)=O)[N:28]=1.Cl.C1C[O:45][CH2:44]C1>C1CCCCC1.CO>[Cl:14][C:15]1[CH:23]=[CH:22][C:21]([Cl:24])=[C:20]2[C:16]=1[C:17]([C:29]1[N:28]=[C:27]([O:26][CH3:25])[CH:32]=[C:31]([O:33][CH3:34])[N:30]=1)([OH:19])[O:18][C:44]2=[O:45]. Reported procedure: A mixture of 1.22 g of TMEDA and 60 ml of THF is prepared under anhydrous condition and cooled to -10° with stirring. 36.03 g of a 20.5% solution of n-BuLi in cyclohexane is added and after 30 mins stirring the solution is cooled to -60°. A solution of 10.0 g of 2,5-dichlorobenzoic acid in 40 ml of THF is added over 10 min. at -60°. After a further 30 mins of stirring this solution is added over 15 min under argon pressure to a solution of 8.97 g of allyl 4,6-dimethoxypyrimidine-2-carboxylate in... Starting materials: ClC=1C=C(C=CC1F)N1C(C2=NN(C(=C2C1C1=CC=C(C=C1)Cl)C(C)C)C1=C(C=CC=C1)OC)=O (5-(3-Chloro-4-fluoro-phenyl)-4-(4-chloro-phenyl)-3-isopropyl-2-(2-methoxy-phenyl)-4,5-dihydro-2H-pyrrolo[3,4-c]pyrazol-6-one), C[Si](C)(C)[N-][Si](C)(C)C.[K+] (KHMDS), CI (methyl iodide). Reaction conditions: time 2 hour. Yields the product ClC=1C=C(C=CC1F)N1C(C2=NN(C(=C2C1(C)C1=CC=C(C=C1)Cl)C(C)C)C1=C(C=CC=C1)OC)=O (5-(3-Chloro-4-fluoro-phenyl)-4-(4-chloro-phenyl)-3-isopropyl-2-(2-methoxy-phenyl)-4-methyl-4,5-dihydro-2H-pyrrolo[3,4-c]pyrazol-6-one). Reaction SMILES: [Cl:1][C:2]1[CH:3]=[C:4]([N:9]2[CH:16]([C:17]3[CH:22]=[CH:21][C:20]([Cl:23])=[CH:19][CH:18]=3)[C:15]3[C:11](=[N:12][N:13]([C:27]4[CH:32]=[CH:31][CH:30]=[CH:29][C:28]=4[O:33][CH3:34])[C:14]=3[CH:24]([CH3:26])[CH3:25])[C:10]2=[O:35])[CH:5]=[CH:6][C:7]=1[F:8].[CH3:36][Si]([N-][Si](C)(C)C)(C)C.[K+].CI>>[Cl:1][C:2]1[CH:3]=[C:4]([N:9]2[C:16]([C:17]3[CH:18]=[CH:19][C:20]([Cl:23])=[CH:21][CH:22]=3)([CH3:36])[C:15]3[C:11](=[N:12][N:13]([C:27]4[CH:32]=[CH:31][CH:30]=[CH:29][C:28]=4[O:33][CH3:34])[C:14]=3[CH:24]([CH3:26])[CH3:25])[C:10]2=[O:35])[CH:5]=[CH:6][C:7]=1[F:8] |f:1.2|. Reported procedure: The title compound was prepared in analogy to the procedure described for example 74 but using the compound prepared in example 88, 3 equivalents of KHMDS and 2 equivalents of methyl iodide. The reaction mixture was stirred for 2 h at rt. The crude material was purified by silica gel column chromatography (hexane/EtOAc, 4:1) followed by preparative HPLC (Column: AG/PP/C-18-15/025. Flow: 20 mL/min. Gradient: 25% B; A=0.1% TFA in water, B=acetonitrile/MeOH, 1:1). tR: 6.92 min (HPLC 2); ESI-MS: 524... Starting materials: CN(C)C=O, O=C=Nc1ccc(Cl)c(Cl)c1, CCOC(=O)C(=O)c1csc(N)n1. Yields the product CCOC(=O)C(=O)c1csc(NC(=O)Nc2ccc(Cl)c(Cl)c2)n1. RXN SMILES: [CH3:25][N:26]([CH3:27])[CH:28]=[O:29].[Cl:14][c:15]1[cH:16][c:17]([N:22]=[C:23]=[O:24])[cH:18][cH:19][c:20]1[Cl:21].[NH2:1][c:2]1[s:3][cH:4][c:5]([C:7]([C:8](=[O:9])[O:10][CH2:11][CH3:12])=[O:13])[n:6]1>>[NH:1]([c:2]1[s:3][cH:4][c:5]([C:7]([C:8](=[O:9])[O:10][CH2:11][CH3:12])=[O:13])[n:6]1)[C:23]([NH:22][c:17]1[cH:16][c:15]([Cl:14])[c:20]([Cl:21])[cH:19][cH:18]1)=[O:24]. The reactants are C(=O)(C(F)(F)F)O (TFA), C(C)(C)(C)C1=NC=C(C(=N1)NCCCOC)C(=O)N([C@@H]1CN(C[C@@H](C1)C(=O)N1CCC2(OCCO2)CC1)C(=O)OC(C)(C)C)CC(C)C (tert-Butyl (3S,5R)-3-[({2-tert-butyl-4-[(3-methoxypropyl)amino]pyrimidin-5-yl}carbonyl)(2-methylpropyl)amino]-5-(1,4-dioxa-8-azaspiro[4.5]dec-8-ylcarbonyl)piperidine-1-carboxylate), C([O-])([O-])=O.[K+].[K+] (potassium carbonate). Run in C(C)#N (acetonitrile). Run at time 3 hour. The product is C(C)(C)(C)C1=NC=C(C(=N1)NCCCOC)C(=O)N(CC(C)C)[C@@H]1CNC[C@@H](C1)C(=O)N1CCC2(OCCO2)CC1 (2-tert-butyl-N-[(3S,5R)-5-(1,4-dioxa-8-azaspiro[4.5]dec-8-ylcarbonyl)piperidin-3-yl]-4-[(3-methoxypropyl)amino]-N-(2-methylpropyl)pyrimidine-5-carboxamide). The yield is 47.3%. RXN SMILES: [C:1]([C:5]1[N:10]=[C:9]([NH:11][CH2:12][CH2:13][CH2:14][O:15][CH3:16])[C:8]([C:17]([N:19]([CH2:45][CH:46]([CH3:48])[CH3:47])[C@H:20]2[CH2:25][C@@H:24]([C:26]([N:28]3[CH2:37][CH2:36][C:31]4([O:35][CH2:34][CH2:33][O:32]4)[CH2:30][CH2:29]3)=[O:27])[CH2:23][N:22](C(OC(C)(C)C)=O)[CH2:21]2)=[O:18])=[CH:7][N:6]=1)([CH3:4])([CH3:3])[CH3:2].C(O)(C(F)(F)F)=O.C(=O)([O-])[O-].[K+].[K+]>C(#N)C>[C:1]([C:5]1[N:10]=[C:9]([NH:11][CH2:12][CH2:13][CH2:14][O:15][CH3:16])[C:8]([C:17]([N:19]([C@H:20]2[CH2:25][C@@H:24]([C:26]([N:28]3[CH2:37][CH2:36][C:31]4([O:35][CH2:34][CH2:33][O:32]4)[CH2:30][CH2:29]3)=[O:27])[CH2:23][NH:22][CH2:21]2)[CH2:45][CH:46]([CH3:48])[CH3:47])=[O:18])=[CH:7][N:6]=1)([CH3:3])([CH3:4])[CH3:2] |f:2.3.4|. Procedure details: tert-Butyl (3S,5R)-3-[({2-tert-butyl-4-[(3-methoxypropyl)amino]pyrimidin-5-yl}carbonyl)(2-methylpropyl)amino]-5-(1,4-dioxa-8-azaspiro[4.5]dec-8-ylcarbonyl)piperidine-1-carboxylate (72 mg) was dissolved in acetonitrile (8 ml), TFA (2 ml) was added and the mixture was stirred at room temperature for 3 hr. The reaction mixture was poured into 25% aqueous potassium carbonate solution at 0° C., and the mixture was extracted with ethyl acetate. The extract was washed with saturated brine, dried over a... The reactants are FC=1C(=CC(=NC1)OC)C1=C(C=C(C(=O)OC)C=C1)C1(CCCC1)C=O (methyl 4-(5-fluoro-2-methoxypyridin-4-yl)-3-(1-formylcyclopentyl)benzoate), CCOC(=O)C (EtOAc), O=[O+][O-] (ozone), [BH4-].[Na+] (Sodium borohydride). Run in C(Cl)Cl (DCM), CO (MeOH). Run at time 30 minute. Yields the product FC=1C(=CC(=NC1)OC)C1=C(C=C(C(=O)OC)C=C1)C1(CCCC1)CO (Methyl 4-(5-fluoro-2-methoxypyridin-4-yl)-3-(1-(hydroxymethyl)cyclopentyl)benzoate). Reaction SMILES: [F:1][C:2]1[C:3]([C:10]2[CH:19]=[CH:18][C:13]([C:14]([O:16][CH3:17])=[O:15])=[CH:12][C:11]=2[C:20]2([CH:25]=[O:26])[CH2:24][CH2:23][CH2:22][CH2:21]2)=[CH:4][C:5]([O:8][CH3:9])=[N:6][CH:7]=1.O=[O+][O-].[BH4-].[Na+].CCOC(C)=O>C(Cl)Cl.CO>[F:1][C:2]1[C:3]([C:10]2[CH:19]=[CH:18][C:13]([C:14]([O:16][CH3:17])=[O:15])=[CH:12][C:11]=2[C:20]2([CH2:25][OH:26])[CH2:24][CH2:23][CH2:22][CH2:21]2)=[CH:4][C:5]([O:8][CH3:9])=[N:6][CH:7]=1 |f:2.3|. Reported procedure: The mixture of methyl 4-(5-fluoro-2-methoxypyridin-4-yl)-3-(1-formylcyclopentyl)benzoate (0.13 g, 0.36 mmol) in DCM (6.0 mL) and MeOH (1.5 mL) was reacted with ozone gas at −78° C. for 10 minutes. The excess ozone was removed by flushing with nitrogen, and dimethylsulfide (0.3 mL) was added. The resulting reaction mixture was stirred at room temperature for 30 minutes. Sodium borohydride (0.13 mL, 3.6 mmol) was added to the reaction mixture, and the reaction was stirred at room temperature overn... Reactants: C(C)(=O)[O-].[Na+] (sodium acetate), Cl.O(C)N (methoxylamine hydrochloride), FC1=CC=C(C=O)C=C1 (4-fluorobenzaldehyde). The solvent is O (water), O1CCCC1 (tetrahydrofuran), CCOCC (ether). Run at temperature 22 celsius, time 4 hour. Product: CON=CC1=CC=C(C=C1)F (4-Fluoro-benzaldehyde-O-methyl-oxime). The yield is 100.2%. As a reaction SMILES: Cl.[O:2]([NH2:4])[CH3:3].C([O-])(=O)C.[Na+].[F:10][C:11]1[CH:18]=[CH:17][C:14]([CH:15]=O)=[CH:13][CH:12]=1>O.O1CCCC1.CCOCC>[CH3:3][O:2][N:4]=[CH:15][C:14]1[CH:17]=[CH:18][C:11]([F:10])=[CH:12][CH:13]=1 |f:0.1,2.3|. Procedure details: A solution of methoxylamine hydrochloride (13.4 g, 0.16 mol) in a mixture of water (150 ml) and tetrahydrofuran (50 ml) was treated with sodium acetate (11.2 g, 0.136 mol) followed by 4-fluorobenzaldehyde (11.57 g, 93.2 mmol) and the resulting mixture was stirred at 22° C. for 4 hours. The reaction mixture was then diluted with ether, washed with brine and dried over anhydrous magnesium sulfate. Evaporation of the solvent under reduced pressure gave 14.3 g of the crude title material as a clear ...